Task: describe an organic reaction: reactants, conditions, products, and yield. Dataset: the Open Reaction Database (ORD), a public repository of structured organic reaction records Reactants: ClC1=CC=C(C=C1)N(N)CCC=1C=NC(=CC1)C (1-(4-chlorophenyl)-1-(2-(6-methylpyridin-3-yl)ethyl)hydrazine), CN1C(CC(CC1)=O)C (1,2-dimethylpiperidin-4-one), S(O)(O)(=O)=O (sulfuric acid), C(=O)(O)[O-].[Na+] (NaHCO3). The solvent is O1CCOCC1 (dioxane). Conditions: temperature 90 celsius. Product: ClC1=CC=2C3=C(N(C2C=C1)CCC=1C=NC(=CC1)C)CC(N(C3)C)C (8-chloro-2,3-dimethyl-5-(2-(6-methylpyridin-3-yl)ethyl)-2,3,4,5-tetrahydro-1H-pyrido[4,3-b]indole). RXN SMILES: [Cl:1][C:2]1[CH:7]=[CH:6][C:5]([N:8]([CH2:10][CH2:11][C:12]2[CH:13]=[N:14][C:15]([CH3:18])=[CH:16][CH:17]=2)N)=[CH:4][CH:3]=1.[CH3:19][N:20]1[CH2:25][CH2:24][C:23](=O)[CH2:22][CH:21]1[CH3:27].S(=O)(=O)(O)O.C([O-])(O)=O.[Na+]>O1CCOCC1>[Cl:1][C:2]1[CH:7]=[CH:6][C:5]2[N:8]([CH2:10][CH2:11][C:12]3[CH:13]=[N:14][C:15]([CH3:18])=[CH:16][CH:17]=3)[C:23]3[CH2:22][CH:21]([CH3:27])[N:20]([CH3:19])[CH2:25][C:24]=3[C:4]=2[CH:3]=1 |f:3.4|. Reported procedure: To a stirred solution of 1-(4-chlorophenyl)-1-(2-(6-methylpyridin-3-yl)ethyl)hydrazine (1 g, 3.83 mmol) in dioxane (10 mL) was added 1,2-dimethylpiperidin-4-one (0.538 g, 4.59 mmol) and 0.5 mL of conc. sulfuric acid at RT. The reaction was heated at 90° C. for 2 h. After completion of reaction, the mixture was basified by addition of a saturated solution of NaHCO3. The product was extracted with EtOAc, and the organic layer washed with water, dried over sodium sulfate and concentrated. The solid... Starting materials: C(CCC)[Li] (n-butyllithium), O1CCCC1 (tetrahydrofuran), C(C)(=O)[C@H]1CC=C(C(C1)=O)C ((5S)-5-acetyl-2-methyl-2-cyclohexen-1-one), O1CCCC1 (tetrahydrofuran). Reagents/catalysts: [Br-].C(CCC)[P+](C1=CC=CC=C1)(C1=CC=CC=C1)C1=CC=CC=C1 (n-butyltriphenylphosphonium bromide). Solvent: CCCCCC (hexane). Reaction conditions: time 20 minute. Yields the product CC=1C(C[C@H](CC1)\C(=C/CCC)\C)=O ((5S)-2-methyl-5-[(Z)-1-methyl-1-pentenyl]-2-cyclohexen-1-one), ( E )-isomer. Reaction SMILES: [CH2:1]([Li])[CH2:2][CH2:3]C.[C:6]([C@@H:9]1[CH2:14][C:13](=[O:15])[C:12]([CH3:16])=[CH:11][CH2:10]1)(=O)[CH3:7].O1CCC[CH2:18]1>[Br-].C([P+](C1C=CC=CC=1)(C1C=CC=CC=1)C1C=CC=CC=1)CCC.CCCCCC>[CH3:16][C:12]1[C:13](=[O:15])[CH2:14][C@@H:9](/[C:6](/[CH3:18])=[CH:7]\[CH2:1][CH2:2][CH3:3])[CH2:10][CH:11]=1 |f:3.4|. Reported procedure: 44 g of n-butyltriphenylphosphonium bromide are suspended in 500 ml of dry tetrahydrofuran under argon and cooled to -50°. 69 ml of 1.33N n-butyllithium in hexane are added thereto. The orange coloured suspension is warmed to room temperature and then again cooled to -50°. 14 g of (5S)-5-acetyl-2-methyl-2-cyclohexen-1-one dissolved in 20 ml of dry tetrahydrofuran are added dropwise thereto over a period of 20 minutes. The cooling bath is then removed and the suspension is left to warm to room te...